Dataset: the Open Reaction Database (ORD), a public repository of structured organic reaction records. Task: describe an organic reaction: reactants, conditions, products, and yield Reactants: NC1=C2C=C(N=CC2=CC=C1)C (5-Amino-3-methylisoquinoline), ClC1=C(C=C(C=C1)CN=C=O)Cl (1,2-dichloro-4-(isocyanatomethyl)benzene). Run in C1(=CC=CC=C1)C (toluene). The product is ClC=1C=C(CNC(=O)NC2=C3C=C(N=CC3=CC=C2)C)C=CC1Cl (N-(3,4-dichlorobenzyl)-N′-(3-methyl-5-isoquinolinyl)urea). RXN SMILES: [NH2:1][C:2]1[CH:11]=[CH:10][CH:9]=[C:8]2[C:3]=1[CH:4]=[C:5]([CH3:12])[N:6]=[CH:7]2.[Cl:13][C:14]1[CH:19]=[CH:18][C:17]([CH2:20][N:21]=[C:22]=[O:23])=[CH:16][C:15]=1[Cl:24]>C1(C)C=CC=CC=1>[Cl:24][C:15]1[CH:16]=[C:17]([CH:18]=[CH:19][C:14]=1[Cl:13])[CH2:20][NH:21][C:22]([NH:1][C:2]1[CH:11]=[CH:10][CH:9]=[C:8]2[C:3]=1[CH:4]=[C:5]([CH3:12])[N:6]=[CH:7]2)=[O:23]. Reported procedure: 5-Amino-3-methylisoquinoline (390 mg, 2.47 mmol) and the product from Example 194A (0.36 mL, 2.45 mmol) were heated in toluene (10 mL) at 80° for 2.5 hours. Upon cooling to room temperature, a precipitate formed, which was collected by filtration, washed with toluene, and air-dried. Remaining impurities were removed by slurrying the solid in 9:1 CH2Cl2:CH3OH and then filtering the mixture to provide the title compound. The corresponding hydrochloride salt was formed by treatment of the free base... Starting materials: C(C=C)C1(C(NC(NC1=O)=O)=O)C(C)(C)C(=O)OCC (5-allyl-5-(1-ethoxycarbonyl-isopropyl)barbituric acid), Cl (hydrochloric acid), acid. Reported procedure: A mixture of 50 g. of 5-allyl-5-(1-ethoxycarbonyl-isopropyl)barbituric acid and 400 ml. of 1N hydrochloric acid was heated under reflux for 4 hours. The solution was allowed to stand at room temperature overnight and the precipitate was collected to yield 42.5 g. (94%) of the acid, m.p. 202°-203°. As a reaction SMILES: [CH2:1]([C:4]1([C:13]([C:16]([O:18]CC)=[O:17])([CH3:15])[CH3:14])[C:9](=[O:10])[NH:8][C:7](=[O:11])[NH:6][C:5]1=[O:12])[CH:2]=[CH2:3].Cl>>[CH2:1]([C:4]1([C:13]([C:16]([OH:18])=[O:17])([CH3:14])[CH3:15])[C:9](=[O:10])[NH:8][C:7](=[O:11])[NH:6][C:5]1=[O:12])[CH:2]=[CH2:3]. Yields the product C(C=C)C1(C(NC(NC1=O)=O)=O)C(C)(C)C(=O)O (5-Allyl-5-(1-carboxy-isopropyl)barbituric acid). Conditions: time 8 hour. The reactants are CC(C)C(=O)Nc1cccc(C2CCNCC2)c1, O=Cc1ccc(Oc2ccccc2)cc1. Yields the product CC(C)C(=O)Nc1cccc(C2CCN(Cc3ccc(Oc4ccccc4)cc3)CC2)c1. Reaction SMILES: [CH3:16][CH:17]([C:18](=[O:19])[NH:20][c:21]1[cH:22][c:23]([CH:27]2[CH2:28][CH2:29][NH:30][CH2:31][CH2:32]2)[cH:24][cH:25][cH:26]1)[CH3:33].[O:1]([c:2]1[cH:3][cH:4][cH:5][cH:6][cH:7]1)[c:8]1[cH:9][cH:10][c:11]([CH:12]=[O:13])[cH:14][cH:15]1>>[O:1]([c:2]1[cH:3][cH:4][cH:5][cH:6][cH:7]1)[c:8]1[cH:9][cH:10][c:11]([CH2:12][N:30]2[CH2:29][CH2:28][CH:27]([c:23]3[cH:22][c:21]([NH:20][C:18]([CH:17]([CH3:16])[CH3:33])=[O:19])[cH:26][cH:25][cH:24]3)[CH2:32][CH2:31]2)[cH:14][cH:15]1. Starting materials: COC=1C=C(C=O)C=CC1OC(=O)NC (3-methoxy-4-(methylaminocarbonyloxy)benzaldehyde), [N+](=O)([O-])C1=CC=C(C=C1)N1CCNCC1 (1-(4-nitrophenyl)piperazine), C(C)(=O)O[BH-](OC(C)=O)OC(C)=O.[Na+] (sodium triacetoxyborohydride), ice. Run in ClCCCl (1,2-dichloroethane). The product is COC=1C=C(C=CC1OC(=O)NC)CN1CCN(CC1)C1=CC=C(C=C1)[N+](=O)[O-] (1-[[3-(Methoxy)-4-(methylaminocarbonyloxy)phenyl]methyl]-4-(4-nitrophenyl)piperazine). The yield is 85.9%. As a reaction SMILES: [CH3:1][O:2][C:3]1[CH:4]=[C:5]([CH:8]=[CH:9][C:10]=1[O:11][C:12]([NH:14][CH3:15])=[O:13])[CH:6]=O.[N+:16]([C:19]1[CH:24]=[CH:23][C:22]([N:25]2[CH2:30][CH2:29][NH:28][CH2:27][CH2:26]2)=[CH:21][CH:20]=1)([O-:18])=[O:17].C(O[BH-](OC(=O)C)OC(=O)C)(=O)C.[Na+]>ClCCCl>[CH3:1][O:2][C:3]1[CH:4]=[C:5]([CH2:6][N:28]2[CH2:29][CH2:30][N:25]([C:22]3[CH:21]=[CH:20][C:19]([N+:16]([O-:18])=[O:17])=[CH:24][CH:23]=3)[CH2:26][CH2:27]2)[CH:8]=[CH:9][C:10]=1[O:11][C:12]([NH:14][CH3:15])=[O:13] |f:2.3|. Reported procedure: To a solution of 3-methoxy-4-(methylaminocarbonyloxy)benzaldehyde (1.01 g) in 1,2-dichloroethane (19.0 ml) was added 1-(4-nitrophenyl)piperazine (1.0 g), and sodium triacetoxyborohydride (1.54 g), with stirring. The reaction mixture was stirred for 3 hrs at ambient temperature, poured into ice/saturated sodium carbonate solution (100 ml) and extracted with dichloromethane. The combined organic extracts were washed with water and brine, dried over sodium sulfate, filtered, and the filtrate was co...